From a dataset of the Open Reaction Database (ORD), a public repository of structured organic reaction records. describe an organic reaction: reactants, conditions, products, and yield The reactants are NC1=C(C=C(C=C1)CO)OC(F)(F)F ((4-Amino-3-trifluoromethoxy-phenyl)-methanol), CC(C)OC(=O)/N=N/C(=O)OC(C)C (DIAD), C(C)OC(CC(CCC)N1C(NC2=C1C=CC=C2)=O)=O (3-(2-Oxo-2,3-dihydro-benzoimidazol-1-yl)-hexanoic acid ethyl ester), C1(=CC=CC=C1)P(C1=CC=CC=C1)C1=CC=CC=C1 (triphenyl phosphine). The solvent is O1CCCC1 (tetrahydrofuran). The product is C(C)OC(CC(CCC)N1C(N(C2=C1C=CC=C2)CC2=CC(=C(C=C2)N)OC(F)(F)F)=O)=O (3-[3-(4-Amino-3-trifluoromethoxy-benzyl)-2-oxo-2,3-dihydro-benzimidazol-1-yl]-hexanoic acid ethyl ester). Yield: 8.3%. As a reaction SMILES: [NH2:1][C:2]1[CH:7]=[CH:6][C:5]([CH2:8]O)=[CH:4][C:3]=1[O:10][C:11]([F:14])([F:13])[F:12].[CH2:15]([O:17][C:18](=[O:34])[CH2:19][CH:20]([N:24]1[C:28]2[CH:29]=[CH:30][CH:31]=[CH:32][C:27]=2[NH:26][C:25]1=[O:33])[CH2:21][CH2:22][CH3:23])[CH3:16].C1(P(C2C=CC=CC=2)C2C=CC=CC=2)C=CC=CC=1.CC(OC(/N=N/C(OC(C)C)=O)=O)C>O1CCCC1>[CH2:15]([O:17][C:18](=[O:34])[CH2:19][CH:20]([N:24]1[C:28]2[CH:29]=[CH:30][CH:31]=[CH:32][C:27]=2[N:26]([CH2:8][C:5]2[CH:6]=[CH:7][C:2]([NH2:1])=[C:3]([O:10][C:11]([F:14])([F:13])[F:12])[CH:4]=2)[C:25]1=[O:33])[CH2:21][CH2:22][CH3:23])[CH3:16]. Procedure: (4-Amino-3-trifluoromethoxy-phenyl)-methanol (100 mg, 0.48 mmol) and 3-(2-Oxo-2,3-dihydro-benzoimidazol-1-yl)-hexanoic acid ethyl ester (133 mg, 0.48 mmol) is taken up in 4 mL of tetrahydrofuran and then triphenyl phosphine is added (190 mg, 0.72 mmol). The reaction is stirred at room temperature and DIAD (141 μL, 0.72 mmol) is, added dropwise to the reaction. The reaction is stirred at room temperature for 1 hour and then the solvent evaporated in vacuo. Product is purified by preprative HPLC 3... Starting materials: CC(=O)c1ccc(CC(O)=S)cc1, CCO, [Na+], [OH-], O, OCCO, O=C(O)CC(O)(CC(=O)O)C(=O)O, Cc1ccc(S(=O)(=O)O)cc1, c1ccccc1. Product: CC1(c2ccc(CC(O)=S)cc2)OCCO1. Reaction SMILES: [C:1]([CH3:2])(=[O:3])[c:4]1[cH:5][cH:6][c:7]([CH2:10][C:11](=[S:12])[OH:13])[cH:8][cH:9]1.[CH3:51][CH2:52][OH:53].[Na+:30].[OH-:29].[OH2:50].[OH:14][CH2:15][CH2:16][OH:17].[OH:31][C:32]([CH2:33][C:34]([C:35](=[O:36])[OH:37])([CH2:38][C:39](=[O:40])[OH:41])[OH:42])=[O:43].[c:18]1([CH3:19])[cH:20][cH:21][c:22]([S:23]([OH:24])(=[O:25])=[O:26])[cH:27][cH:28]1.[cH:44]1[cH:45][cH:46][cH:47][cH:48][cH:49]1>>[C:1]1([CH3:2])([c:4]2[cH:5][cH:6][c:7]([CH2:10][C:11](=[S:12])[OH:13])[cH:8][cH:9]2)[O:3][CH2:16][CH2:15][O:14]1. As a reaction SMILES: [CH3:1][C:2]1[CH:11]=[CH:10][CH:9]=[C:8]2[C:3]=1[CH:4]=[CH:5][NH:6][C:7]2=[O:12].[Br:13]Br>C(Cl)Cl.CCOCC>[Br:13][C:4]1[C:3]2[C:8](=[CH:9][CH:10]=[CH:11][C:2]=2[CH3:1])[C:7](=[O:12])[NH:6][CH:5]=1. Reactants: 0.85, BrBr (bromine), CC1=C2C=CNC(C2=CC=C1)=O (5-methyl-1-isoquinolinone). Product: BrC1=CNC(C2=CC=CC(=C12)C)=O (4-Bromo-5-methyl-1(2H)-isoquinolinone). Procedure details: To a suspension of 0.8 g (5.0 mmol) of 5-methyl-1-isoquinolinone in 30 ml of methylene chloride was added 0.85 (5.3 mmol) of bromine. The resulting orange mixture was stirred at 25° for 18 hours and diluted with 50 ml of ether. The solid was filtered and washed with methanol to give 0.35 g (29%) of product; mp 201°-210°. Reaction conditions: time 18 hour. Yield: 29.0%. Solvent: CCOCC (ether), C(Cl)Cl (methylene chloride). Reactants: C(CCCCCCCCCCC)(=O)C1=C(N(C(=C1C)CC(=O)OCC)CC=1C=C(/C=C/C(=O)OCC)C=CC1)C (ethyl (E)-3-({3-dodecanoyl-5-[(ethoxycarbonyl)methyl]-2,4-dimethyl-pyrrol-1-yl}methyl)cinnamate), [OH-].[K+] (KOH). Run in C(C)O (ethanol). Reaction conditions: time 1 hour. Yields the product C(=O)(O)CC=1N(C(=C(C1C)C(CCCCCCCCCCC)=O)C)CC=1C=C(/C=C/C(=O)O)C=CC1 ((E)-3-{[2-(Carboxymethyl)-4-dodecanoyl-3,5-dimethyl-pyrrol-1-yl]methyl}cinnamic acid). RXN SMILES: [C:1]([C:14]1[C:18]([CH3:19])=[C:17]([CH2:20][C:21]([O:23]CC)=[O:22])[N:16]([CH2:26][C:27]2[CH:28]=[C:29]([CH:37]=[CH:38][CH:39]=2)/[CH:30]=[CH:31]/[C:32]([O:34]CC)=[O:33])[C:15]=1[CH3:40])(=[O:13])[CH2:2][CH2:3][CH2:4][CH2:5][CH2:6][CH2:7][CH2:8][CH2:9][CH2:10][CH2:11][CH3:12].[OH-].[K+]>C(O)C>[C:21]([CH2:20][C:17]1[N:16]([CH2:26][C:27]2[CH:28]=[C:29]([CH:37]=[CH:38][CH:39]=2)/[CH:30]=[CH:31]/[C:32]([OH:34])=[O:33])[C:15]([CH3:40])=[C:14]([C:1](=[O:13])[CH2:2][CH2:3][CH2:4][CH2:5][CH2:6][CH2:7][CH2:8][CH2:9][CH2:10][CH2:11][CH3:12])[C:18]=1[CH3:19])([OH:23])=[O:22] |f:1.2|. Procedure details: A mixture of 55 mg (0.1 mmol) of ethyl (E)-3-({3-dodecanoyl-5-[(ethoxycarbonyl)methyl]-2,4-dimethyl-pyrrol-1-yl}methyl)cinnamate, 12 ml of ethanol and 4 ml of 10% strength aqueous KOH solution is boiled for 1 h. Cooling is followed by dilution with water, acidification with dilute HCl and extraction with ether. The organic phase is washed with dilute HCl, dried over Na2SO4 and concentrated. The product is recrystallized from methanol/H2O. The reactants are C#CC#Cc1cccc(NC)c1, CN(C)C, Cl[Cu], FC(F)(F)c1cc(I)cc(C(F)(F)F)c1, c1ccccc1. The product is CNc1cccc(C#CC#Cc2cc(C(F)(F)F)cc(C(F)(F)F)c2)c1. RXN SMILES: [CH3:1][NH:2][c:3]1[cH:4][c:5]([C:9]#[C:10][C:11]#[CH:12])[cH:6][cH:7][cH:8]1.[CH3:34][N:35]([CH3:36])[CH3:37].[Cl:38][Cu:39].[F:13][C:14]([c:15]1[cH:16][c:17]([I:25])[cH:18][c:19]([C:21]([F:22])([F:23])[F:24])[cH:20]1)([F:26])[F:27].[cH:28]1[cH:29][cH:30][cH:31][cH:32][cH:33]1>>[CH3:1][NH:2][c:3]1[cH:4][c:5]([C:9]#[C:10][C:11]#[C:12][c:17]2[cH:16][c:15]([C:14]([F:13])([F:26])[F:27])[cH:20][c:19]([C:21]([F:22])([F:23])[F:24])[cH:18]2)[cH:6][cH:7][cH:8]1.